This data is from the Open Reaction Database (ORD), a public repository of structured organic reaction records. The task is: describe an organic reaction: reactants, conditions, products, and yield Starting materials: FC(F)(F)C(F)(F)c1nn(CCl)cc1Br, O=C([O-])[O-], CN(C)C=O, N#CC(C#N)CCC(F)(F)F, [K+], [K+], O. Product: N#CC(C#N)(CCC(F)(F)F)Cn1cc(Br)c(C(F)(F)C(F)(F)F)n1. Reaction SMILES: [Br:1][c:2]1[c:3]([C:9]([C:10]([F:11])([F:12])[F:13])([F:14])[F:15])[n:4][n:5]([CH2:7][Cl:8])[cH:6]1.[C:27](=[O:28])([O-:29])[O-:30].[CH3:34][N:35]([CH3:36])[CH:37]=[O:38].[F:16][C:17]([CH2:18][CH2:19][CH:20]([C:21]#[N:22])[C:23]#[N:24])([F:25])[F:26].[K+:31].[K+:32].[OH2:33]>>[Br:1][c:2]1[c:3]([C:9]([C:10]([F:11])([F:12])[F:13])([F:14])[F:15])[n:4][n:5]([CH2:7][C:20]([CH2:19][CH2:18][C:17]([F:16])([F:25])[F:26])([C:21]#[N:22])[C:23]#[N:24])[cH:6]1. The reactants are O (water), S(=O)(=O)([O-])OOS(=O)(=O)[O-].[Na+].[Na+] (Sodium persulphate), C(C(=C)C)(=O)OCCN(C)C (dimethylaminoethyl methacrylate), C(C=C)(=O)OCC (ethyl acrylate). Solvent: CC(C)O (propan-2-ol), CC(C)O (propan-2-ol). The product is CC(=C)C(=O)OCCN(C)C.CC(OCC)=O (DMAEMA EA). RXN SMILES: O.[C:2]([O:7][CH2:8][CH2:9][N:10]([CH3:12])[CH3:11])(=[O:6])[C:3]([CH3:5])=[CH2:4].[C:13]([O:17][CH2:18][CH3:19])(=[O:16])[CH:14]=C.S(OOS([O-])(=O)=O)([O-])(=O)=O.[Na+].[Na+]>CC(O)C>[CH3:5][C:3]([C:2]([O:7][CH2:8][CH2:9][N:10]([CH3:12])[CH3:11])=[O:6])=[CH2:4].[CH3:14][C:13](=[O:16])[O:17][CH2:18][CH3:19] |f:3.4.5,7.8|. Procedure: To a 2 liter glass vessel equipped with; reflux condenser, stirrer, means of temperature control, 300 g deionized water and 300 g propan-2-ol were charged then heated to a gentle reflux. A monomer mixture of dimethylaminoethyl methacrylate (134.6 g) and ethyl acrylate (200 g) was fed into the reactor over an approximate time frame of 3 hours. Sodium persulphate solution (3.4 g in 125 g of water) was fed concurrently with the monomer over a similar time period. When feeds were a propan-2-ol azeot... The reactants are CCOC(=O)C(C)(C)Cc1cccc(C(=O)c2cccc(CC(C)(C)C(=O)OCC)c2)c1, SCCCS, ClCCl, [Na+], [OH-]. The product is CCOC(=O)C(C)(C)Cc1cccc(C2(c3cccc(CC(C)(C)C(=O)OCC)c3)SCCCS2)c1. RXN SMILES: [CH2:1]([CH3:2])[O:3][C:4]([C:5]([CH2:6][c:7]1[cH:8][c:9]([C:13]([c:14]2[cH:15][c:16]([CH2:20][C:21]([CH3:22])([CH3:23])[C:24](=[O:25])[O:26][CH2:27][CH3:28])[cH:17][cH:18][cH:19]2)=[O:29])[cH:10][cH:11][cH:12]1)([CH3:30])[CH3:31])=[O:32].[CH2:33]([CH2:34][CH2:35][SH:36])[SH:37].[Cl:40][CH2:41][Cl:42].[Na+:39].[OH-:38]>>[CH2:1]([CH3:2])[O:3][C:4]([C:5]([CH2:6][c:7]1[cH:8][c:9]([C:13]2([c:14]3[cH:15][c:16]([CH2:20][C:21]([CH3:22])([CH3:23])[C:24](=[O:25])[O:26][CH2:27][CH3:28])[cH:17][cH:18][cH:19]3)[S:36][CH2:35][CH2:34][CH2:33][S:37]2)[cH:10][cH:11][cH:12]1)([CH3:30])[CH3:31])=[O:32]. Reactants: E-9. 1,5-Dimethyl-1,6-naphthyridin-2(1H)-one, CC1=C2C=CC(NC2=CC=N1)=O (5-methyl-1,6-naphthyridin-2(1H)-one), COC(N(C)C)OC (dimethylformamide dimethyl acetal). Solvent: CN(C=O)C (dimethylformamide). Reaction conditions: time 8 hour. Product: CN1C(C=CC2=C(N=CC=C12)C)=O (1,5-dimethyl-1,6-naphthyridin-2(1H)-one). As a reaction SMILES: [CH3:1][C:2]1[N:11]=[CH:10][CH:9]=[C:8]2[C:3]=1[CH:4]=[CH:5][C:6](=[O:12])[NH:7]2.[CH3:13]OC(OC)N(C)C>CN(C)C=O>[CH3:13][N:7]1[C:8]2[C:3](=[C:2]([CH3:1])[N:11]=[CH:10][CH:9]=2)[CH:4]=[CH:5][C:6]1=[O:12]. Procedure details: E-9. 1,5-Dimethyl-1,6-naphthyridin-2(1H)-one--A mixture containing 4.5 g of 5-methyl-1,6-naphthyridin-2(1H)-one, 15 ml of dimethylformamide and 4 ml of dimethylformamide dimethyl acetal was stirred at room temperature overnight, then heated on a steam bath for 7 hours and then evaporated to dryness on a rotary evaporator. The solid residue was recrystallized from isopropyl alcohol and dried at 90°-95° C. to yield 3.5 g of 1,5-dimethyl-1,6-naphthyridin-2(1H)-one, m.p. 203°-205° C. Procedure: To a solution of the product of Step 3, Example 22 (1000 mg, 2.4 mmol) in toluene/ethanol (30:20 mL) is added commercially available tert-butyl (5-bromopyridin-2-yl)methylcarbamate (695 mg, 2.42 mmol), sodium bicarbonate (5 mL of a saturated solution) and Pd(dppf)2Cl2 (90 mg, 0.12 mmol). The reaction mixture is heated to 80° C. while stirring under nitrogen for 4 hours. The reaction mixture is cooled and diluted with water. Contents are extracted with ethylacetate (2×75 mL) and the combined orga... Starting materials: FC(C(=O)N1C(O[C@@H]([C@H]1CF)C1=CC=C(C=C1)B1OC(C(O1)(C)C)(C)C)(C)C)F (2,2-difluoro-1-((4S,5R)-4-(fluoromethyl)-2,2-dimethyl-5-(4-(4,4,5,5-tetramethyl-1,3,2-dioxaborolan-2-yl)phenyl)oxazolidin-3-yl)ethanone), BrC=1C=CC(=NC1)CNC(OC(C)(C)C)=O (tert-butyl (5-bromopyridin-2-yl)methylcarbamate), C([O-])(O)=O.[Na+] (sodium bicarbonate), saturated solution. The product is FC(C(=O)N1C(O[C@@H]([C@H]1CF)C1=CC=C(C=C1)C=1C=CC(=NC1)CNC(OC(C)(C)C)=O)(C)C)F (tert-butyl (5-(4-((4S,5R)-3-(2,2-difluoroacetyl)-4-(fluoromethyl)-2,2-dimethyloxazolidin-5-yl)phenyl)pyridin-2-yl)methylcarbamate). RXN SMILES: [F:1][CH:2]([F:29])[C:3]([N:5]1[C@H:9]([CH2:10][F:11])[C@@H:8]([C:12]2[CH:17]=[CH:16][C:15](B3OC(C)(C)C(C)(C)O3)=[CH:14][CH:13]=2)[O:7][C:6]1([CH3:28])[CH3:27])=[O:4].Br[C:31]1[CH:32]=[CH:33][C:34]([CH2:37][NH:38][C:39](=[O:45])[O:40][C:41]([CH3:44])([CH3:43])[CH3:42])=[N:35][CH:36]=1.C(=O)(O)[O-].[Na+]>C1(C)C=CC=CC=1.C(O)C.O.C1C=CC(P(C2C=CC=CC=2)[C-]2C=CC=C2)=CC=1.C1C=CC(P(C2C=CC=CC=2)[C-]2C=CC=C2)=CC=1.Cl[Pd]Cl.[Fe+2]>[F:29][CH:2]([F:1])[C:3]([N:5]1[C@H:9]([CH2:10][F:11])[C@@H:8]([C:12]2[CH:17]=[CH:16][C:15]([C:31]3[CH:32]=[CH:33][C:34]([CH2:37][NH:38][C:39](=[O:45])[O:40][C:41]([CH3:43])([CH3:42])[CH3:44])=[N:35][CH:36]=3)=[CH:14][CH:13]=2)[O:7][C:6]1([CH3:28])[CH3:27])=[O:4] |f:2.3,4.5,7.8.9.10|. The yield is 77.0%. Reagents/catalysts: C1=CC=C(C=C1)P([C-]2C=CC=C2)C3=CC=CC=C3.C1=CC=C(C=C1)P([C-]2C=CC=C2)C3=CC=CC=C3.Cl[Pd]Cl.[Fe+2] (Pd(dppf)2Cl2). Run at temperature 80 celsius, time 4 hour. Run in C1(=CC=CC=C1)C.C(C)O (toluene ethanol), O (water). The reactants are S1C(=CC=C1)C1=CC=C2C=C(C=NC2=C1)CO (7-(2-thienyl)-3-quinolylmethanol), S(=O)(Cl)Cl (thionyl chloride). Product: ClCC=1C=NC2=CC(=CC=C2C1)C=1SC=CC1 (3-chloromethyl-7-(2-thienyl)quinoline). Yield: 77.0%. RXN SMILES: [S:1]1[CH:5]=[CH:4][CH:3]=[C:2]1[C:6]1[CH:15]=[C:14]2[C:9]([CH:10]=[C:11]([CH2:16]O)[CH:12]=[N:13]2)=[CH:8][CH:7]=1.S(Cl)([Cl:20])=O>>[Cl:20][CH2:16][C:11]1[CH:12]=[N:13][C:14]2[C:9]([CH:10]=1)=[CH:8][CH:7]=[C:6]([C:2]1[S:1][CH:5]=[CH:4][CH:3]=1)[CH:15]=2. Procedure details: In substantially the same manner as in Reference Example 73, 7-(2-thienyl)-3-quinolylmethanol was reacted with thionyl chloride to obtain 3-chloromethyl-7-(2-thienyl)quinoline. The yield was 77%. Recrystallization from ethyl acetate-hexane gave colorless leaflets, 120-121° C.